Dataset: the Open Reaction Database (ORD), a public repository of structured organic reaction records. Task: describe an organic reaction: reactants, conditions, products, and yield The reactants are N1=C(C=C(C=C1)B(O)O)C (2-picoline-4-boronic acid), C(#N)C1(CC1)NC(=O)[C@@H]1[C@H](C[C@H](C1)S(=O)(=O)C1=C(C=C(C=C1)Br)C(F)(F)F)OC1CCCC1 ((1S,2S,4S)-4-(4-Bromo-2-trifluoromethyl-benzenesulfonyl)-2-cyclopentyloxy-cyclopentanecarboxylic acid (1-cyano-cyclopropyl)-amide), C(#N)C1(CC1)NC(=O)[C@@H]1[C@H](C[C@H](C1)S(=O)(=O)C1=C(C=C(C=C1)Br)C(F)(F)F)OC ((1S,2S,4S)-4-(4-bromo-2-trifluoromethyl-benzenesulfonyl)-2-methoxy-cyclopentanecarboxylic acid (1-cyano-cyclopropyl)-amide). The product is C(#N)C1(CC1)NC(=O)[C@@H]1[C@H](C[C@H](C1)S(=O)(=O)C1=C(C=C(C=C1)C1=CC(=NC=C1)C)C(F)(F)F)OC1CCCC1 ((1S,2S,4S)-2-Cyclopentyloxy-4-[4-(2-methyl-pyridin-4-yl)-2-trifluoromethyl-benzenesulfonyl]-cyclopentanecarboxylic acid (1-cyano-cyclopropyl)-amide). Reaction SMILES: [N:1]1[CH:6]=[CH:5][C:4](B(O)O)=[CH:3][C:2]=1[CH3:10].[C:11]([C:13]1([NH:16][C:17]([C@H:19]2[CH2:23][C@H:22]([S:24]([C:27]3[CH:32]=[CH:31][C:30](Br)=[CH:29][C:28]=3[C:34]([F:37])([F:36])[F:35])(=[O:26])=[O:25])[CH2:21][C@@H:20]2[O:38][CH:39]2[CH2:43][CH2:42][CH2:41][CH2:40]2)=[O:18])[CH2:15][CH2:14]1)#[N:12].C(C1(NC([C@H]2C[C@H](S(C3C=CC(Br)=CC=3C(F)(F)F)(=O)=O)C[C@@H]2OC)=O)CC1)#N>>[C:11]([C:13]1([NH:16][C:17]([C@H:19]2[CH2:23][C@H:22]([S:24]([C:27]3[CH:32]=[CH:31][C:30]([C:4]4[CH:5]=[CH:6][N:1]=[C:2]([CH3:10])[CH:3]=4)=[CH:29][C:28]=3[C:34]([F:36])([F:35])[F:37])(=[O:26])=[O:25])[CH2:21][C@@H:20]2[O:38][CH:39]2[CH2:43][CH2:42][CH2:41][CH2:40]2)=[O:18])[CH2:14][CH2:15]1)#[N:12]. Procedure: The title compound was prepared in analogy to example 62 using 2-picoline-4-boronic acid instead of 2,4-difluorophenylboronic acid and (1R,2R,4R) and (1S,2S,4S)-4-(4-bromo-2-trifluoromethyl-benzenesulfonyl)-2-cyclopentyloxy-cyclopentanecarboxylic acid (1-cyano-cyclopropyl)-amide (example 195) instead of (1R,2R,4R) and (1S,2S,4S)-4-(4-bromo-2-trifluoromethyl-benzenesulfonyl)-2-methoxy-cyclopentanecarboxylic acid (1-cyano-cyclopropyl)-amide. White solid. MS (EI): 562.3 (M+H)+. The reactants are C(C)(=O)OC=1C(=C(C(=O)C2=CC=CC=C2)C=CC1)OC(C)=O (diacetoxybenzophenone), C(C1=CC=C(C(=O)O)C=C1)(=O)O (terephthalic acid). Solvent: C(C)(=O)O (acetic acid). Conditions: temperature 310 celsius, time 48 minute. The product is OC=1C=C(C(=O)C2=CC=C(C=C2)O)C=CC1 (3,4'-dihydroxybenzophenone). As a reaction SMILES: C([O:4][C:5]1[C:6](OC(=O)C)=[C:7]([CH:16]=[CH:17][CH:18]=1)[C:8]([C:10]1[CH:15]=[CH:14][CH:13]=[CH:12][CH:11]=1)=[O:9])(=O)C.C(O)(=O)C1C=CC(C(O)=[O:29])=CC=1>C(O)(=O)C>[OH:4][C:5]1[CH:6]=[C:7]([CH:16]=[CH:17][CH:18]=1)[C:8]([C:10]1[CH:15]=[CH:14][C:13]([OH:29])=[CH:12][CH:11]=1)=[O:9]. Procedure details: The flask was charged with 9.57 g of diacetoxybenzophenone (0.032 mole) and 4.98 g of terephthalic acid (0.03 mole) and heated, with stirring, under nitrogen at atmospheric pressure from 238° C. to 310° C. in 48 min. Most of the acetic acid by-product was liberated in this time. Heating at 310° C. continued 22 min. more. Then a vacuum of 0.2 torr (0.0266 kPa) was applied, and a temperature was raised to 325° C. in 8 min. and maintained for 17 min. The cooled polymer had an inherent viscosity, ηi... Isolated yield 36.0%. Product: C(C(=O)O)(=O)O.O(C1=CC=CC=C1)CC1CN(CCO1)CC=1C=NC2=CC=CC=C2C1 (3-((2(RS)-(Phenoxymethyl)morpholin-4-yl)methyl)-quinoline Hydrogen Oxalate), free base. Reactants: N1=CC(=CC2=CC=CC=C12)C=O (Quinoline-3-carboxaldehyde), O(C1=CC=CC=C1)CC1CNCCO1 (2(RS)-(phenoxymethyl)morpholine), C(=O)O (formic acid), Cl (hydrochloric acid). As a reaction SMILES: [N:1]1[C:10]2[C:5](=[CH:6][CH:7]=[CH:8][CH:9]=2)[CH:4]=[C:3]([CH:11]=[O:12])[CH:2]=1.[O:13]([CH2:20][CH:21]1[O:26][CH2:25][CH2:24][NH:23][CH2:22]1)[C:14]1[CH:19]=[CH:18][CH:17]=[CH:16][CH:15]=1.Cl.[CH:28]([OH:30])=[O:29]>>[C:11]([OH:12])(=[O:13])[C:28]([OH:30])=[O:29].[O:13]([CH2:20][CH:21]1[O:26][CH2:25][CH2:24][N:23]([CH2:11][C:3]2[CH:2]=[N:1][C:10]3[C:5]([CH:4]=2)=[CH:6][CH:7]=[CH:8][CH:9]=3)[CH2:22]1)[C:14]1[CH:19]=[CH:18][CH:17]=[CH:16][CH:15]=1 |f:4.5|. Conditions: time 6 hour. Procedure: Quinoline-3-carboxaldehyde (447 mg, 2.8 mmol), 2(RS)-(phenoxymethyl)morpholine (500 mg, 2.59 mmol) and anhydrous formic acid (0.1 ml) were heated at 120° C. (oil bath temperature), with stirring, for 6 hours. The reaction mixture was cooled, 2M hydrochloric acid (20 ml) added and the solution washed with ethyl acetate (20 ml). The aqueous was basified to pH=11 with 2M aqueous sodium hydroxide, then extracted with ethyl acetate (2×30 ml). The combined organics were dried (sodium sulphate) then ev... Starting materials: C(C)C1=C(C=CC=C1)C1=C(C=C(C=C1)C1=NC(=NO1)C=1C=C(CN(CC(=O)OC(C)(C)C)C)C=CC1)COC (tert-butyl N-(3-{5-[2′-ethyl-2-(methoxymethyl)biphenyl-4-yl]-1,2,4-oxadiazol-3-yl}benzyl)-N-methylglycinate), Cl (HCl), O1CCOCC1 (dioxane). Conditions: time 16 hour. Yields the product Cl.C(C)C1=C(C=CC=C1)C1=C(C=C(C=C1)C1=NC(=NO1)C=1C=C(CN(CC(=O)O)C)C=CC1)COC (N-(3-{5-[2′-ethyl-2-(methoxymethyl)biphenyl-4-yl]-1,2,4-oxadiazol-3-yl}benzyl)-N-methylglycine, hydrochloride salt). Isolated yield 78.0%. As a reaction SMILES: [CH2:1]([C:3]1[CH:8]=[CH:7][CH:6]=[CH:5][C:4]=1[C:9]1[CH:14]=[CH:13][C:12]([C:15]2[O:19][N:18]=[C:17]([C:20]3[CH:21]=[C:22]([CH:34]=[CH:35][CH:36]=3)[CH2:23][N:24]([CH3:33])[CH2:25][C:26]([O:28]C(C)(C)C)=[O:27])[N:16]=2)=[CH:11][C:10]=1[CH2:37][O:38][CH3:39])[CH3:2].[ClH:40].O1CCOCC1>>[ClH:40].[CH2:1]([C:3]1[CH:8]=[CH:7][CH:6]=[CH:5][C:4]=1[C:9]1[CH:14]=[CH:13][C:12]([C:15]2[O:19][N:18]=[C:17]([C:20]3[CH:21]=[C:22]([CH:34]=[CH:35][CH:36]=3)[CH2:23][N:24]([CH3:33])[CH2:25][C:26]([OH:28])=[O:27])[N:16]=2)=[CH:11][C:10]=1[CH2:37][O:38][CH3:39])[CH3:2] |f:3.4|. Reported procedure: To, tert-butyl N-(3-{5-[2′-ethyl-2-(methoxymethyl)biphenyl-4-yl]-1,2,4-oxadiazol-3-yl}benzyl)-N-methylglycinate obtained in step 1 was added HCl 4M in dioxane (5.92 mL; 4 M; 23.69 mmol). The mixture was stirred at RT for 16 h. Solvents were concentrated to dryness to afford the title compound as a white powder (189 mg; 78%). 1H NMR (DMSO-d6, 300 MHz) δ 8.34 (t, J=1.7 Hz, 2H), 8.23 (d, J=7.6 Hz, 1H), 8.17 (dd, J=7.9, 1.8 Hz, 1H), 7.8 (d, J=7.6 Hz, 1H), 7.72 (t, J=7.5 Hz, 1H), 7.46 (d, J=7.9 Hz, 1... The reactants are COC(CN1C=CC2=CC(=CC=C12)SC(N(C)C)=O)=O ((5-Dimethylcarbamoylsulfanyl-indol-1-yl)-acetic acid methyl ester). Solvent: CO (methanol). Reaction conditions: time 1 hour. Yields the product COC(CN1C=CC2=CC(=CC=C12)S)=O ((5-Mercapto-indol-1-yl)-acetic acid methyl ester). As a reaction SMILES: [CH3:1][O:2][C:3](=[O:20])[CH2:4][N:5]1[C:13]2[C:8](=[CH:9][C:10]([S:14]C(=O)N(C)C)=[CH:11][CH:12]=2)[CH:7]=[CH:6]1>CO>[CH3:1][O:2][C:3](=[O:20])[CH2:4][N:5]1[C:13]2[C:8](=[CH:9][C:10]([SH:14])=[CH:11][CH:12]=2)[CH:7]=[CH:6]1. Procedure details: Compound 72D (4.04 g, 13.8 mmol) was dissolved in 200 ml methanol. Nitrogen was bubbled for 5 minutes followed by the addition of a 2N NaOH solution (1.4 g/17 ml water). The solution was heated at reflux and tuned brown after 10 minutes. The reaction was concentrated to ca. 50 ml under vacuum and acidified to pH<4 with 2N HCl. The product was extracted into ethyl acetate 2×100 ml, dried over anhydrous sodium sulfate, decanted and concentrated. The crude acid was dissolved into 100 ml anhydrous m... The reactants are ClC1=CC(=CC=C1)C(=O)OO (m-Chloroperbenzoic acid), C=C1CCN(CC1)C(=O)OC(C)(C)C (tert-butyl 4-methylenepiperidine-1-carboxylate). Run in C(Cl)Cl (CH2Cl2), C(Cl)Cl (CH2Cl2). Conditions: time 15 hour. The product is C(C)(C)(C)OC(=O)N1CCC2(CO2)CC1 (1-Oxa-6-aza-spiro[2,5]octane-6-carboxylic acid tert-butyl ester). The yield is 101.1%. Reaction SMILES: Cl[C:2]1C=[CH:6][CH:5]=[C:4]([C:8]([O:10]O)=O)[CH:3]=1.C=C1CC[N:16]([C:19]([O:21][C:22]([CH3:25])([CH3:24])[CH3:23])=[O:20])CC1>C(Cl)Cl>[C:22]([O:21][C:19]([N:16]1[CH2:2][CH2:3][C:4]2([O:10][CH2:8]2)[CH2:5][CH2:6]1)=[O:20])([CH3:25])([CH3:24])[CH3:23]. Procedure: m-Chloroperbenzoic acid (1.14 g, 6.6 mmol) was added to a solution of tert-butyl 4-methylenepiperidine-1-carboxylate (1 g, 5.1 mmol) in CH2Cl2 (30 mL) at 0° C. The reaction mixture was stirred for 15 h at rt, diluted with CH2Cl2, washed with a saturated aqueous solution of NaHCO3 and brine, dried (Na2SO4), and evaporated to afford 1.1 g of the title compound which was used without further purification. 1H-NMR (400 MHz, CDCl3) δ ppm 3.74-3.65 (m, 2H), 3.45-3.38 (m, 2H), 2.68 (s, 2H), 1.82-1.75 (m... Reactants: CC(C)(C)CCNC(=O)c1ccc(OC(=O)Cl)cc1, ClCCl, c1cncc(CN2CCNCC2)c1. The product is CC(C)(C)CCNC(=O)c1ccc(OC(=O)N2CCN(Cc3cccnc3)CC2)cc1. Reaction SMILES: [Cl:14][C:15](=[O:16])[O:17][c:18]1[cH:19][cH:20][c:21]([C:24]([NH:25][CH2:26][CH2:27][C:28]([CH3:29])([CH3:30])[CH3:31])=[O:32])[cH:22][cH:23]1.[Cl:33][CH2:34][Cl:35].[n:1]1[cH:2][c:3]([CH2:7][N:8]2[CH2:9][CH2:10][NH:11][CH2:12][CH2:13]2)[cH:4][cH:5][cH:6]1>>[n:1]1[cH:2][c:3]([CH2:7][N:8]2[CH2:9][CH2:10][N:11]([C:15](=[O:16])[O:17][c:18]3[cH:19][cH:20][c:21]([C:24]([NH:25][CH2:26][CH2:27][C:28]([CH3:29])([CH3:30])[CH3:31])=[O:32])[cH:22][cH:23]3)[CH2:12][CH2:13]2)[cH:4][cH:5][cH:6]1. Starting materials: CCOC(=O)c1cnn(C)c1Br, CO, [Li+], [OH-], O. The product is Cn1ncc(C(=O)O)c1Br. Reaction SMILES: [CH2:1]([CH3:2])[O:3][C:4](=[O:5])[c:6]1[cH:7][n:8][n:9]([CH3:12])[c:10]1[Br:11].[CH3:15][OH:16].[Li+:14].[OH-:13].[OH2:17]>>[O:3]=[C:4]([OH:5])[c:6]1[cH:7][n:8][n:9]([CH3:12])[c:10]1[Br:11]. Yields the product CCOC(=O)CCCCc1cn(-c2cccnc2)c2ccccc12. Reactants: [Al+3], B, ClCCl, CNC, [Cl-], [Cl-], [Cl-], [Na+], CCOC(=O)CCCC(=O)c1cn(-c2cccnc2)c2ccccc12, [OH-], O. Reaction SMILES: [Al+3:27].[BH3:30].[CH2:36]([Cl:37])[Cl:38].[CH3:31][NH:32][CH3:33].[Cl-:26].[Cl-:28].[Cl-:29].[Na+:35].[O:1]=[C:2]([CH2:3][CH2:4][CH2:5][C:6](=[O:7])[O:8][CH2:9][CH3:10])[c:11]1[cH:12][n:13](-[c:20]2[cH:21][n:22][cH:23][cH:24][cH:25]2)[c:14]2[cH:15][cH:16][cH:17][cH:18][c:19]12.[OH-:34].[OH2:39]>>[CH2:2]([CH2:3][CH2:4][CH2:5][C:6](=[O:7])[O:8][CH2:9][CH3:10])[c:11]1[cH:12][n:13](-[c:20]2[cH:21][n:22][cH:23][cH:24][cH:25]2)[c:14]2[cH:15][cH:16][cH:17][cH:18][c:19]12. Starting materials: O=C1CCC(=O)N1Br, ClCCl, CS(=O)(=O)c1ccc(C(CC2CCCC2)C(=O)O)cc1S(C)(=O)=O, Nc1nccs1, c1ccc(P(c2ccccc2)c2ccccc2)cc1. The product is CS(=O)(=O)c1ccc(C(CC2CCCC2)C(=O)Nc2nccs2)cc1S(C)(=O)=O. As a reaction SMILES: [Br:20][N:21]1[C:22](=[O:23])[CH2:24][CH2:25][C:26]1=[O:27].[CH2:58]([Cl:59])[Cl:60].[CH3:28][S:29](=[O:30])(=[O:31])[c:32]1[cH:33][c:34]([CH:42]([C:43](=[O:44])[OH:45])[CH2:46][CH:47]2[CH2:48][CH2:49][CH2:50][CH2:51]2)[cH:35][cH:36][c:37]1[S:38](=[O:39])(=[O:40])[CH3:41].[NH2:52][c:53]1[s:54][cH:55][cH:56][n:57]1.[c:1]1([P:2]([c:3]2[cH:4][cH:5][cH:6][cH:7][cH:8]2)[c:9]2[cH:10][cH:11][cH:12][cH:13][cH:14]2)[cH:15][cH:16][cH:17][cH:18][cH:19]1>>[CH3:28][S:29](=[O:30])(=[O:31])[c:32]1[cH:33][c:34]([CH:42]([C:43](=[O:44])[NH:52][c:53]2[s:54][cH:55][cH:56][n:57]2)[CH2:46][CH:47]2[CH2:48][CH2:49][CH2:50][CH2:51]2)[cH:35][cH:36][c:37]1[S:38](=[O:39])(=[O:40])[CH3:41].